Dataset: the Open Reaction Database (ORD), a public repository of structured organic reaction records. Task: describe an organic reaction: reactants, conditions, products, and yield Reactants: C1CCOC1, O=C(Cl)OCc1ccccc1, C1COCCO1, CCOC(C)=O, Nc1ccc[nH]c1=O, [Na+], [Na+], O=C([O-])[O-]. Yields the product O=C(Nc1ccc[nH]c1=O)OCc1ccccc1. Reaction SMILES: [CH2:15]1[O:16][CH2:17][CH2:18][CH2:19]1.[CH2:20]([c:21]1[cH:22][cH:23][cH:24][cH:25][cH:26]1)[O:27][C:28](=[O:29])[Cl:30].[CH2:37]1[O:38][CH2:39][CH2:40][O:41][CH2:42]1.[CH3:31][CH2:32][O:33][C:34](=[O:35])[CH3:36].[NH2:1][c:2]1[c:3](=[O:8])[nH:4][cH:5][cH:6][cH:7]1.[Na+:10].[Na+:9].[O-:11][C:12](=[O:13])[O-:14]>>[NH:1]([c:2]1[c:3](=[O:8])[nH:4][cH:5][cH:6][cH:7]1)[C:28]([O:27][CH2:20][c:21]1[cH:22][cH:23][cH:24][cH:25][cH:26]1)=[O:29]. Reactants: CCCC[N+](CCCC)(CCCC)CCCC, CC(C)C(=O)O, [OH-], O. Yields the product CCCC[N+](CCCC)(CCCC)CCCC, CC(C)C(=O)[O-]. As a reaction SMILES: [CH2:2]([CH2:3][CH2:4][CH3:5])[N+:6]([CH2:7][CH2:8][CH2:9][CH3:10])([CH2:11][CH2:12][CH2:13][CH3:14])[CH2:15][CH2:16][CH2:17][CH3:18].[CH3:19][CH:20]([CH3:21])[C:22]([OH:23])=[O:24].[OH-:1].[OH2:25]>>[CH2:2]([CH2:3][CH2:4][CH3:5])[N+:6]([CH2:7][CH2:8][CH2:9][CH3:10])([CH2:11][CH2:12][CH2:13][CH3:14])[CH2:15][CH2:16][CH2:17][CH3:18].[CH3:19][CH:20]([CH3:21])[C:22](=[O:23])[O-:24].